This data is from the Open Reaction Database (ORD), a public repository of structured organic reaction records. The task is: describe an organic reaction: reactants, conditions, products, and yield Reactants: solution, Cl (HCl), NC1=NC2=CC=CC=C2C2=C1N=C1N2[C@H](COC1)CCCNC(OC(C)(C)C)=O (tert-Butyl 3-[(11S)-6-amino-10,11-dihydro-8H-[1,4]oxazino[4′,3′:1,2]imidazo[4,5-c]quinolin-11-yl]propylcarbamate). Solvent: C(C)O (ethanol), C(C)O (ethanol). Conditions: temperature 75 celsius, time 1 hour. Product: C1=C2C3=C(C(=NC2=CC=C1)N)N=C1N3CCOC1 (10,11-dihydro-8H-[1,4]oxazino[4′,3′:1,2]imidazo[4,5-c]quinolin-6-amine). Isolated yield 112.2%. Reaction SMILES: [NH2:1][C:2]1[C:11]2[N:12]=[C:13]3[CH2:18][O:17][CH2:16][C@H:15](CCCNC(=O)OC(C)(C)C)[N:14]3[C:10]=2[C:9]2[C:4](=[CH:5][CH:6]=[CH:7][CH:8]=2)[N:3]=1.Cl>C(O)C>[CH:8]1[CH:7]=[CH:6][CH:5]=[C:4]2[C:9]=1[C:10]1[N:14]3[CH2:15][CH2:16][O:17][CH2:18][C:13]3=[N:12][C:11]=1[C:2]([NH2:1])=[N:3]2. Reported procedure: tert-Butyl 3-[(11S)-6-amino-10,11-dihydro-8H-[1,4]oxazino[4′,3′:1,2]imidazo[4,5-c]quinolin-11-yl]propylcarbamate (689 mg, 1.74 mmol) was dissolved in 10 mL of ethanol and 2 mL of a 4.0 M solution of HCl in ethanol was added. The reaction mixture was heated to 75° C. After 1 hour, the reaction mixture was concentrated under reduced pressure. The resulting residue was treated with 25 mL H2O and 20 mL of CHCl3. The layers were separated and the organic portion was discarded. The aqueous layer was t... The reactants are O[C@@H]1[C@]2(C)[C@@H](CC1)[C@@H]1CC[C@H]3N(C(CC[C@]3(C)[C@H]1CC2)=O)C (17β-hydroxy4-methyl-5α-4-azaandrostan-3-one), [N+](=[N-])=CC(=O)OCC (ethyl diazoacetate). The reagents and catalysts are CC(=O)[O-].CC(=O)[O-].CC(=O)[O-].CC(=O)[O-].[Rh+2].[Rh+2] (rhodium diacetate dimer). The solvent is C(Cl)Cl (methylene chloride). Product: CN1[C@@H]2CC[C@H]3[C@@H]4CC[C@@H]([C@@]4(C)CC[C@@H]3[C@]2(CCC1=O)C)OCC(=O)OCC (ethyl 4-methyl-5α-4-azaandrostan-3-on-17β-yloxyacetate). As a reaction SMILES: [OH:1][C@H:2]1[CH2:7][CH2:6][C@H:5]2[C@H:8]3[C@H:18]([CH2:19][CH2:20][C@:3]12[CH3:4])[C@:16]1([CH3:17])[C@H:11]([N:12]([CH3:22])[C:13](=[O:21])[CH2:14][CH2:15]1)[CH2:10][CH2:9]3.[N+](=[CH:25][C:26]([O:28][CH2:29][CH3:30])=[O:27])=[N-]>C(Cl)Cl.CC([O-])=O.CC([O-])=O.CC([O-])=O.CC([O-])=O.[Rh+2].[Rh+2]>[CH3:22][N:12]1[C:13](=[O:21])[CH2:14][CH2:15][C@@:16]2([CH3:17])[C@H:11]1[CH2:10][CH2:9][C@@H:8]1[C@@H:18]2[CH2:19][CH2:20][C@@:3]2([CH3:4])[C@H:5]1[CH2:6][CH2:7][C@@H:2]2[O:1][CH2:25][C:26]([O:28][CH2:29][CH3:30])=[O:27] |f:3.4.5.6.7.8|. Procedure details: To a solution of 17β-hydroxy4-methyl-5α-4-azaandrostan-3-one (2.37 g, 7.75 mmole) in methylene chloride (50 ml) was added ethyl diazoacetate (5.5 g, 48 mmole) and rhodium diacetate dimer (50 mg) intermittently in small portions during 60 hours resulting in ca. 35% conversion to product. The mixture was passed through a flash silica gel column eluted with 1.5% MeOH in CH2Cl2 to give the semi-purified product which was repurified via another flash silica gel column eluted with 60-95% EtOAc in hexa... Starting materials: CC(C)O, [Na+], [Na+], O=C([O-])[O-], O=[N+]([O-])O, OCc1c[nH]c(-c2ccccc2)n1. Yields the product O=Cc1c[nH]c(-c2ccccc2)n1. Reaction SMILES: [CH3:24][CH:25]([OH:26])[CH3:27].[Na+:18].[Na+:19].[O-:20][C:21](=[O:22])[O-:23].[OH:14][N+:15](=[O:16])[O-:17].[c:1]1(-[c:7]2[nH:8][cH:9][c:10]([CH2:12][OH:13])[n:11]2)[cH:2][cH:3][cH:4][cH:5][cH:6]1>>[c:1]1(-[c:7]2[nH:8][cH:9][c:10]([CH:12]=[O:13])[n:11]2)[cH:2][cH:3][cH:4][cH:5][cH:6]1. Reaction SMILES: [N+:1]([C:4]1[CH:34]=[CH:33][C:7]([C:8]([O:10][C:11]2[C:20]3[C:15](=[C:16]([O:21][C:22](=[O:32])[C:23]4[CH:28]=[CH:27][C:26]([N+:29]([O-])=O)=[CH:25][CH:24]=4)[CH:17]=[CH:18][CH:19]=3)[CH:14]=[CH:13][CH:12]=2)=[O:9])=[CH:6][CH:5]=1)([O-])=O.[H][H]>CN(C=O)C.[Pd]>[NH2:29][C:26]1[CH:25]=[CH:24][C:23]([C:22]([O:21][C:16]2[C:15]3[C:20](=[C:11]([O:10][C:8](=[O:9])[C:7]4[CH:33]=[CH:34][C:4]([NH2:1])=[CH:5][CH:6]=4)[CH:12]=[CH:13][CH:14]=3)[CH:19]=[CH:18][CH:17]=2)=[O:32])=[CH:28][CH:27]=1. The solvent is CN(C)C=O (DMF). Yields the product NC1=CC=C(C(=O)OC2=CC=CC3=C(C=CC=C23)OC(C2=CC=C(C=C2)N)=O)C=C1 (5-[(4-aminobenzoyl)oxy]-1-naphthyl 4-aminobenzoate). Procedure details: 22.2 g of 5-[(4-nitrobenzoyl)oxy]-1-naphthyl 4-nitrobenzoate (48.4 mM) were suspended in 400 ml of DMF and 2.5 g of palladium on charcoal (10%) were added. The resulting mixture was hydrogenated at atmospheric pressure until the theoretical amount of hydrogen was consumed. The mixture was then filtered, the cake was washed with DMF and the filtrate was poured onto 4 L of water. The resulting suspension was stirred for 10 min. and the solids ware filtered off, washed with water and dried to give ... Starting materials: [N+](=O)([O-])C1=CC=C(C(=O)OC2=CC=CC3=C(C=CC=C23)OC(C2=CC=C(C=C2)[N+](=O)[O-])=O)C=C1 (5-[(4-nitrobenzoyl)oxy]-1-naphthyl 4-nitrobenzoate), [H][H] (hydrogen). Reaction conditions: time 10 minute. Isolated yield 82.9%. Reagents/catalysts: [Pd] (palladium on charcoal).